This data is from the Open Reaction Database (ORD), a public repository of structured organic reaction records. The task is: describe an organic reaction: reactants, conditions, products, and yield Starting materials: C1CCOC1, CCN=C=NCCCN(C)C, CCOC(C)=O, Cl, NCc1ccccc1, CN(C)C=O, O, On1nnc2ccccc21, O=C(O)c1ccc2cnccc2n1. Yields the product O=C(NCc1ccccc1)c1ccc2cnccc2n1. Reaction SMILES: [CH2:45]1[O:46][CH2:47][CH2:48][CH2:49]1.[CH3:34][N:35]([CH3:36])[CH2:37][CH2:38][CH2:39][N:40]=[C:41]=[N:42][CH2:43][CH3:44].[CH3:50][CH2:51][O:52][C:53]([CH3:54])=[O:55].[ClH:33].[NH2:25][CH2:26][c:27]1[cH:28][cH:29][cH:30][cH:31][cH:32]1.[O:56]=[CH:57][N:58]([CH3:59])[CH3:60].[OH2:14].[OH:15][n:16]1[c:17]2[cH:18][cH:19][cH:20][cH:21][c:22]2[n:23][n:24]1.[n:1]1[c:2]([C:11](=[O:12])[OH:13])[cH:3][cH:4][c:5]2[cH:6][n:7][cH:8][cH:9][c:10]12>>[n:1]1[c:2]([C:11](=[O:13])[NH:25][CH2:26][c:27]2[cH:28][cH:29][cH:30][cH:31][cH:32]2)[cH:3][cH:4][c:5]2[cH:6][n:7][cH:8][cH:9][c:10]12. The reactants are C=O (formaldehyde), OC1=C(C=C(CC2=C(C(=CC(=C2C)C)CC2=CC(=C(C=C2)O)C)O)C=C1)C (2,6-bis(4-hydroxy-3-methylbenzyl)-3,4-dimethylphenol), [OH-].[Na+] (sodiumhydroxide), O (water), C(C)(=O)O (acetic acid). Run in O1CCCC1 (tetrahydrofurane). Conditions: temperature 40 celsius, time 6 hour. The product is 57.1, OC1=C(C=C(CC2=C(C(=CC(=C2C)C)CC2=CC(=C(C(=C2)C)O)CO)O)C=C1C)CO (2,6-bis(4-hydroxy-3-hydroxymethyl-5-methylbenzyl)-3,4-dimethylphenol). RXN SMILES: [OH:1][C:2]1C=[CH:25][C:5]([CH2:6][C:7]2[C:12]([CH3:13])=[C:11]([CH3:14])[CH:10]=[C:9]([CH2:15][C:16]3[CH:21]=[CH:20][C:19]([OH:22])=[C:18]([CH3:23])[CH:17]=3)[C:8]=2[OH:24])=[CH:4][C:3]=1[CH3:27].[OH-:28].[Na+].O.[CH2:31]=O.[C:33]([OH:36])(=O)[CH3:34]>O1CCCC1>[OH:1][C:2]1[C:3]([CH3:27])=[CH:4][C:5]([CH2:6][C:7]2[C:12]([CH3:13])=[C:11]([CH3:14])[CH:10]=[C:9]([CH2:15][C:16]3[CH:21]=[C:20]([CH3:31])[C:19]([OH:22])=[C:18]([CH2:23][OH:28])[CH:17]=3)[C:8]=2[OH:24])=[CH:25][C:34]=1[CH2:33][OH:36] |f:1.2|. Reported procedure: Into a four-necked flask were charged 54.4 parts of 2,6-bis(4-hydroxy-3-methylbenzyl)-3,4-dimethylphenol, 21.6 parts of sodiumhydroxide, 900 parts of water and 100 parts of tetrahydrofurane and they were completely dissolved. While stirring at 40° C., 73.0 parts of 37% formaldehyde was added dropwise thereto and the reaction was conductedfor 6 hours. After completion of the reaction, 36.0 parts of acetic acid was added for neutralization and then the mixture was cooled to 25°C. Thereafter, the p... Reactants: BrC1=CC(=C(C=C1)C1NC(N(C=2CCCC(C12)=O)C1=CC(=CC=C1)C(F)(F)F)=O)OC (4-(4-bromo-2-methoxyphenyl)-1-(3-(trifluoromethyl)phenyl)-3,4,7,8-tetrahydroquinazoline-2,5(1H,6H)-dione), BrC1=CC(=C(C=C1)C1NC(N(C=2CCCC(C12)=O)C1=CC(=CC=C1)C(F)(F)F)=O)OC (4-(4-bromo-2-methoxyphenyl)-1-(3-(trifluoromethyl)phenyl)-3,4,7,8-tetrahydroquinazoline-2,5(1H,6H)-dione), [Cu]C#N (copper(I) cyanide). Reagents/catalysts: C1=CC=C(C=C1)P(C2=CC=CC=C2)C3=CC=CC=C3.C1=CC=C(C=C1)P(C2=CC=CC=C2)C3=CC=CC=C3.C1=CC=C(C=C1)P(C2=CC=CC=C2)C3=CC=CC=C3.C1=CC=C(C=C1)P(C2=CC=CC=C2)C3=CC=CC=C3.[Pd] (tetrakis(triphenylphosphine)-palladium(O)). Solvent: CO (methanol), CN(C=O)C (N,N-dimethylformamide). Reaction conditions: temperature 140 celsius. Product: O=C1N(C=2CCCC(C2C(N1)C1=C(C=C(C#N)C=C1)OC)=O)C1=CC(=CC=C1)C(F)(F)F (4-(2,5-Dioxo-1-(3-(trifluoromethyl)phenyl)-1,2,3,4,5,6,7,8-octahydroquinazolin-4-yl)-3-methoxybenzonitrile). As a reaction SMILES: Br[C:2]1[CH:7]=[CH:6][C:5]([CH:8]2[C:17]3[C:16](=[O:18])[CH2:15][CH2:14][CH2:13][C:12]=3[N:11]([C:19]3[CH:24]=[CH:23][CH:22]=[C:21]([C:25]([F:28])([F:27])[F:26])[CH:20]=3)[C:10](=[O:29])[NH:9]2)=[C:4]([O:30][CH3:31])[CH:3]=1.[Cu][C:33]#[N:34]>CN(C)C=O.CO.C1C=CC(P(C2C=CC=CC=2)C2C=CC=CC=2)=CC=1.C1C=CC(P(C2C=CC=CC=2)C2C=CC=CC=2)=CC=1.C1C=CC(P(C2C=CC=CC=2)C2C=CC=CC=2)=CC=1.C1C=CC(P(C2C=CC=CC=2)C2C=CC=CC=2)=CC=1.[Pd]>[O:29]=[C:10]1[NH:9][CH:8]([C:5]2[CH:6]=[CH:7][C:2]([C:33]#[N:34])=[CH:3][C:4]=2[O:30][CH3:31])[C:17]2[C:16](=[O:18])[CH2:15][CH2:14][CH2:13][C:12]=2[N:11]1[C:19]1[CH:24]=[CH:23][CH:22]=[C:21]([C:25]([F:28])([F:26])[F:27])[CH:20]=1 |f:4.5.6.7.8|. Reported procedure: Under an atmosphere of argon, a mixture of 4-(4-bromo-2-methoxyphenyl)-1-(3-(trifluoromethyl)phenyl)-3,4,7,8-tetrahydroquinazoline-2,5(1H,6H)-dione (intermediate 50, 21 mg, 42 μmol), copper(I) cyanide (10 mg, 0.11 mmol) and tetrakis(triphenylphosphine)-palladium(O) (5 mg, 4 μmol) in N,N-dimethylformamide (1 mL) is heated at 140° C. over it) night. The mixture is cooled at room temperature, diluted with methanol and purified by reversed phase HPLC (Waters SunFire™-C18, gradient of acetonitrile in... Starting materials: [N+](=O)([O-])C=1C(NC(N(C1)C)=O)=O (5-nitro-1-methyl-uracil), BrCC(=O)OC(C)(C)C (t-Butyl bromoacetate). The solvent is O (water). Conditions: time 30 minute. Yields the product [N+](=O)([O-])C=1C(N(C(N(C1)C)=O)CC(=O)OC(C)(C)C)=O (t-butyl (5-nitro-1-methyl-uracilyl)acetate). Yield: 57.6%. Reaction SMILES: [N+:1]([C:4]1[C:5](=[O:12])[NH:6][C:7](=[O:11])[N:8]([CH3:10])[CH:9]=1)([O-:3])=[O:2].Br[CH2:14][C:15]([O:17][C:18]([CH3:21])([CH3:20])[CH3:19])=[O:16]>O>[N+:1]([C:4]1[C:5](=[O:12])[N:6]([CH2:14][C:15]([O:17][C:18]([CH3:21])([CH3:20])[CH3:19])=[O:16])[C:7](=[O:11])[N:8]([CH3:10])[CH:9]=1)([O-:3])=[O:2]. Procedure details: Sodium hydride (0.51 g of a 60% dispersion in mineral oil, 13 mmol) was washed with pentane three times (4 mL each). The compound of Example 109 (2.00 g, 12 mmole) was added portionwise. After the addition was complete, the reaction mixture was stirred for 30 minutes under a nitrogen atmosphere. t-Butyl bromoacetate (1.73 g, 12 mmole) was added in one portion, and the solution was stirred for 3 hours. The reaction mixture was diluted with water (200 mL), and extracted with ethyl acetate (3×50 mL... Reactants: [F-].[K+] (potassium fluoride), COC1=CC=C(CC=2C(=C(C(=C(C(=O)OC)C2)OS(=O)(=O)C(F)(F)F)C)C)C=C1 (methyl 5-(4-methoxybenzyl)-3,4-dimethyl-2-(((trifluoromethyl)sulfonyl)oxy)benzoate), C(CCC)C(=C(CCCC)CCCC)[Sn] (tributylvinyltin), [Cl-].[Li+] (lithium chloride). Reagents/catalysts: Cl[Pd]([P](C1=CC=CC=C1)(C2=CC=CC=C2)C3=CC=CC=C3)([P](C4=CC=CC=C4)(C5=CC=CC=C5)C6=CC=CC=C6)Cl (trans-dichlorobis(triphenylphosphine)palladium(II)). The solvent is CN(C)C=O (DMF). Run at temperature 90 celsius, time 1.5 hour. Product: COC1=CC=C(CC=2C(=C(C(=C(C(=O)OC)C2)C=C)C)C)C=C1 (methyl 5-(4-methoxybenzyl)-3,4-dimethyl-2-vinylbenzoate). Isolated yield 81.7%. As a reaction SMILES: [CH3:1][O:2][C:3]1[CH:29]=[CH:28][C:6]([CH2:7][C:8]2[C:9]([CH3:27])=[C:10]([CH3:26])[C:11](OS(C(F)(F)F)(=O)=O)=[C:12]([CH:17]=2)[C:13]([O:15][CH3:16])=[O:14])=[CH:5][CH:4]=1.[CH2:30](C([Sn])=C(CCCC)CCCC)[CH2:31]CC.[Cl-].[Li+].[F-].[K+]>CN(C=O)C.Cl[Pd](Cl)([P](C1C=CC=CC=1)(C1C=CC=CC=1)C1C=CC=CC=1)[P](C1C=CC=CC=1)(C1C=CC=CC=1)C1C=CC=CC=1>[CH3:1][O:2][C:3]1[CH:29]=[CH:28][C:6]([CH2:7][C:8]2[C:9]([CH3:27])=[C:10]([CH3:26])[C:11]([CH:30]=[CH2:31])=[C:12]([CH:17]=2)[C:13]([O:15][CH3:16])=[O:14])=[CH:5][CH:4]=1 |f:2.3,4.5,^1:31,56,75|. Procedure details: To a solution of methyl 5-(4-methoxybenzyl)-3,4-dimethyl-2-(((trifluoromethyl)sulfonyl)oxy)benzoate (23.2 g) in DMF (360 mL) were added tributylvinyltin (25.5 g), trans-dichlorobis(triphenylphosphine)palladium(II) (1.88 g) and lithium chloride (16.8 g), and the mixture was stirred at 90° C. for 1.5 hr under argon atmosphere. To the reaction mixture was added aqueous potassium fluoride solution, and the precipitated insoluble substance was removed by filtration through Celite. The filtrate was di...